Dataset: the Open Reaction Database (ORD), a public repository of structured organic reaction records. Task: describe an organic reaction: reactants, conditions, products, and yield Reactants: O=C(O)C1CCCN1C(=O)OCc1ccccc1, CO, Cc1ccccc1. Yields the product COC(=O)C1CCCN1C(=O)OCc1ccccc1. RXN SMILES: [CH2:1]([c:2]1[cH:3][cH:4][cH:5][cH:6][cH:7]1)[O:8][C:9](=[O:10])[N:11]1[CH:12]([C:13](=[O:14])[OH:15])[CH2:16][CH2:17][CH2:18]1.[CH3:19][OH:20].[CH3:21][c:22]1[cH:23][cH:24][cH:25][cH:26][cH:27]1>>[CH2:1]([c:2]1[cH:3][cH:4][cH:5][cH:6][cH:7]1)[O:8][C:9](=[O:10])[N:11]1[CH:12]([C:13]([O:14][CH3:19])=[O:15])[CH2:16][CH2:17][CH2:18]1. Reactants: N1N=CC2=CC=CC=C12 (indazole), FC(C(=O)OCC)(F)F (ethyl trifluoroacetate), C[O-].[Na+] (sodium methoxide). Solvent: CO (methanol). Product: C1(CCCC2=CC=CC=C12)=O (1-tetralone), diketone. Reaction SMILES: N1[C:9]2[C:4](=[CH:5][CH:6]=[CH:7][CH:8]=2)[CH:3]=N1.FC(F)(F)C([O:14][CH2:15][CH3:16])=O.[CH3:19][O-].[Na+]>CO>[C:15]1(=[O:14])[C:9]2[C:4](=[CH:5][CH:6]=[CH:7][CH:8]=2)[CH2:3][CH2:19][CH2:16]1 |f:2.3|. Reported procedure: Synthetic Scheme III shows the procedure for preparation of 4,5-dihydrobenz g!indazole compounds embraced by Formula I. In step 1, ethyl trifluoroacetate is reacted with base, such as 25% sodium methoxide in a protic solvent, such as methanol, and a 1-tetralone derivative (9) to give the intermediate diketone (10). In step 2, the diketone (10) in an anhydrous protic solvent, such as absolute ethanol or acetic acid, is treated with the free base or hydrochloride salt of a phenylhydrazine at reflu... Procedure: To a solution of 4-methyl-3-(methyloxy)phenol (Intermediate 18, 0.800 g) in dry acetonitrile (60 mL) potassium carbonate (1.600 g, 11.58 mmol) and then 1-fluoro-4-nitrobenzene (817 mg, 5.79 mmol) were added and the reaction mixture was refluxed for 6 hours. The solid was filtered off and the solvent evaporated affording the title compound (1.43 g) as an orange solid. Reaction SMILES: [CH3:1][C:2]1[CH:7]=[CH:6][C:5]([OH:8])=[CH:4][C:3]=1[O:9][CH3:10].C(#N)C.F[C:15]1[CH:20]=[CH:19][C:18]([N+:21]([O-:23])=[O:22])=[CH:17][CH:16]=1>>[CH3:1][C:2]1[CH:7]=[CH:6][C:5]([O:8][C:15]2[CH:20]=[CH:19][C:18]([N+:21]([O-:23])=[O:22])=[CH:17][CH:16]=2)=[CH:4][C:3]=1[O:9][CH3:10]. The reactants are CC1=C(C=C(C=C1)O)OC (4-methyl-3-(methyloxy)phenol), CC1=C(C=C(C=C1)O)OC (4-methyl-3-(methyloxy)phenol), C(C)#N (acetonitrile), FC1=CC=C(C=C1)[N+](=O)[O-] (1-fluoro-4-nitrobenzene). The yield is 95.3%. Yields the product CC1=C(C=C(C=C1)OC1=CC=C(C=C1)[N+](=O)[O-])OC (1-methyl-2-(methyloxy)-4-[(4-nitrophenyl)oxy]benzene). The reactants are Cc1ccc(C(=O)O)c(OCc2ccccc2)c1, O=S(Cl)Cl. Product: Cc1ccc(CO)c(OCc2ccccc2)c1. As a reaction SMILES: [CH3:1][c:2]1[cH:3][c:4]([O:11][CH2:12][c:13]2[cH:14][cH:15][cH:16][cH:17][cH:18]2)[c:5]([C:6](=[O:7])[OH:8])[cH:9][cH:10]1.[S:19]([Cl:20])([Cl:21])=[O:22]>>[CH3:1][c:2]1[cH:3][c:4]([O:11][CH2:12][c:13]2[cH:14][cH:15][cH:16][cH:17][cH:18]2)[c:5]([CH2:6][OH:7])[cH:9][cH:10]1. Reactants: C=O (paraformaldehyde), Cl.Cl.COC1=CC=C(C=C1)N1CCNCC1 (1-(4-methoxyphenyl)piperazine dihydrochloride), C=O (paraformaldehyde), N1=C(N=CC=C1)N1N=CC(=C1C)C(C)=O (1-(2-pyrimidinyl)-4-acetyl-5-methyl-pyrazole). Solvent: C(C)O (ethanol). Product: Cl.CC1=C(C=NN1C1=NC=CC=N1)C(CCN1CCN(CC1)C1=CC=C(C=C1)OC)=O (1-[5-Methyl-1-(2-pyrimidinyl)-4-pyrazolyl]-3-[4-(4-methoxyphenyl)-1-piperazinyl]-1-propanone hydrochloride). Yield: 50.7%. Reaction SMILES: [N:1]1[CH:6]=[CH:5][CH:4]=[N:3][C:2]=1[N:7]1[C:11]([CH3:12])=[C:10]([C:13](=[O:15])[CH3:14])[CH:9]=[N:8]1.[ClH:16].Cl.[CH3:18][O:19][C:20]1[CH:25]=[CH:24][C:23]([N:26]2[CH2:31][CH2:30][NH:29][CH2:28][CH2:27]2)=[CH:22][CH:21]=1.[CH2:32]=O>C(O)C>[ClH:16].[CH3:12][C:11]1[N:7]([C:2]2[N:1]=[CH:6][CH:5]=[CH:4][N:3]=2)[N:8]=[CH:9][C:10]=1[C:13](=[O:15])[CH2:14][CH2:32][N:29]1[CH2:30][CH2:31][N:26]([C:23]2[CH:22]=[CH:21][C:20]([O:19][CH3:18])=[CH:25][CH:24]=2)[CH2:27][CH2:28]1 |f:1.2.3,6.7|. Procedure: 1.0 g of 1-(2-pyrimidinyl)-4-acetyl-5-methyl-pyrazole was dissolved in 50 ml of ethanol. After adding 1.3 g of 1-(4-methoxyphenyl)piperazine dihydrochloride and 0.8 g of paraformaldehyde, the mixture was heated under reflux for 24 hours. Further, 0.8 g of paraformaldehyde was added and the resulting mixture was heated under reflux for additional 48 hours. Then the reaction mixture was concentrated and neutralized by adding a saturated aqueous solution of sodium hydrogencarbonate. After extractin... Starting materials: [NH4+].[NH4+].[O-]S(=O)(=O)OOS(=O)(=O)[O-] (ammonium peroxodisulfate), IC1=CC=C(C=C1)C (4-iodotoluene), C(C(C)C)C1=CC=CC=C1 (isobutylbenzene), S(O)(O)(=O)=O (sulfuric acid). Solvent: O (water), O (water). Run at time 8 hour. Yields the product S(=O)(=O)(O)[O-].CC1=CC=C(C=C1)[I+]C1=CC=C(C=C1)CC(C)C ((4-methylphenyl)(4′-isobutylphenyl)iodonium hydrogensulfate). RXN SMILES: [I:1][C:2]1[CH:7]=[CH:6][C:5]([CH3:8])=[CH:4][CH:3]=1.[CH2:9]([C:13]1[CH:18]=[CH:17][CH:16]=[CH:15][CH:14]=1)[CH:10]([CH3:12])[CH3:11].[S:19](=[O:23])(=[O:22])([OH:21])[OH:20].[NH4+].[NH4+].[O-]S(OOS([O-])(=O)=O)(=O)=O>O>[S:19]([O-:23])([OH:22])(=[O:21])=[O:20].[CH3:8][C:5]1[CH:6]=[CH:7][C:2]([I+:1][C:16]2[CH:17]=[CH:18][C:13]([CH2:9][CH:10]([CH3:12])[CH3:11])=[CH:14][CH:15]=2)=[CH:3][CH:4]=1 |f:3.4.5,7.8|. Procedure details: 11.9 g (54.8 mmol) of 4-iodotoluene and 9.2 g (68.5 mmol) of isobutylbenzene are added dropwise to a solution of 35 ml of conc. sulfuric acid and 22 ml of water under cooling by an ice bath. 25 g of ammonium peroxodisulfate are added by portions to the solution under cooling by an ice-salt bath, keeping the temperature below 0° C. for 1 hour. The reaction mixture is stirred overnight and the temperature is gradually raised to room temperature during the course of the reaction. After cooling the ... Starting materials: formula 1.3, C(C1=CC=CC=C1)N=C(C)C1=CC=CC=C1 (N-benzyl acetophenone imine), C(C)(C)(C)O[K] (tBuOK). Run in C(=O)O.CCN(CC)CC (HCO2H Et3N). Run at time 24 hour. Yields the product C(C1=CC=CC=C1)NC(C)C1=CC=CC=C1 (N-benzyl-1-phenylethylamine). The yield is 23.0%. Reaction SMILES: [CH2:1]([N:8]=[C:9]([C:11]1[CH:16]=[CH:15][CH:14]=[CH:13][CH:12]=1)[CH3:10])[C:2]1[CH:7]=[CH:6][CH:5]=[CH:4][CH:3]=1.C(O[K])(C)(C)C>C(O)=O.CCN(CC)CC>[CH2:1]([NH:8][CH:9]([C:11]1[CH:16]=[CH:15][CH:14]=[CH:13][CH:12]=1)[CH3:10])[C:2]1[CH:7]=[CH:6][CH:5]=[CH:4][CH:3]=1 |f:2.3|. Procedure: The catalyst of formula 1.3 (10 μmol) was added to N-benzyl acetophenone imine (1 mmol) and tBuOK (5.6 mg, 50 μmol) was added too. Now 0.5 ml of a HCO2H/Et3N (3:2) mixture was added and the solution was stirred under nitrogen at 400 C for 24 h. After 36 h at ambient temperature 23% N-benzyl-1-phenylethylamine had formed.